This data is from the Open Reaction Database (ORD), a public repository of structured organic reaction records. The task is: describe an organic reaction: reactants, conditions, products, and yield As a reaction SMILES: [Br:1][c:2]1[c:3]([N:9]2[CH2:10][CH2:11][N:12]([CH3:15])[CH2:13][CH2:14]2)[cH:4][c:5]([NH2:8])[cH:6][cH:7]1.[cH:16]1[c:17]([S:26](=[O:27])(=[O:28])[Cl:29])[cH:18][cH:19][c:20]2[cH:21][cH:22][cH:23][cH:24][c:25]12>>[Br:1][c:2]1[c:3]([N:9]2[CH2:10][CH2:11][N:12]([CH3:15])[CH2:13][CH2:14]2)[cH:4][c:5]([NH:8][S:26]([c:17]2[cH:16][c:25]3[c:20]([cH:19][cH:18]2)[cH:21][cH:22][cH:23][cH:24]3)(=[O:27])=[O:28])[cH:6][cH:7]1. Starting materials: CN1CCN(c2cc(N)ccc2Br)CC1, O=S(=O)(Cl)c1ccc2ccccc2c1. The product is CN1CCN(c2cc(NS(=O)(=O)c3ccc4ccccc4c3)ccc2Br)CC1. Reactants: FC(C=1C=C2C(=CNC2=CC1)C(C(=O)N)=O)(F)F (2-(5-(trifluoromethyl)-1H-indol-3-yl)-2-oxo-acetamide), [H-].[H-].[H-].[H-].[Li+].[Al+3] (LiAlH4), [Al+3].[Cl-].[Cl-].[Cl-] (AlCl3), ice water, [H-].[H-].[H-].[H-].[Li+].[Al+3] (LiAlH4), [OH-].[Na+] (NaOH). The solvent is C1CCOC1 (THF), C1CCOC1 (THF), C1CCOC1 (THF). Conditions: temperature 5 celsius, time 8 hour. Product: FC(C1=CC=C2NC=C(CCN)C2=C1)(F)F (5-Trifluoromethyltryptamine). As a reaction SMILES: [H-].[H-].[H-].[H-].[Li+].[Al+3].[Al+3].[Cl-].[Cl-].[Cl-].[F:11][C:12]([F:28])([F:27])[C:13]1[CH:14]=[C:15]2[C:19](=[CH:20][CH:21]=1)[NH:18][CH:17]=[C:16]2[C:22](=O)[C:23]([NH2:25])=O.[OH-].[Na+]>C1COCC1>[F:27][C:12]([F:11])([F:28])[C:13]1[CH:14]=[C:15]2[C:19]([NH:18][CH:17]=[C:16]2[CH2:22][CH2:23][NH2:25])=[CH:20][CH:21]=1 |f:0.1.2.3.4.5,6.7.8.9,11.12|. Procedure details: Add LiAlH4 (37.95 g, 1.00 mol) to THF (650 mL) under ice-bath cooling. Prepare a solution of AlCl3 (50 g, 375 mmol) in THF (600 ml) and add dropwise to the LiAlH4 solution over 45 min at 5–10° C. While maintaining the temperature at about 5° C., add a solution of 2-(5-(trifluoromethyl)-1H-indol-3-yl)-2-oxo-acetamide (21.4 g, 83.5 mmol) in THF (600 ml) and stir overnight with warming to ambient temperature. Cool the mixture with ice water and treat with 30% NaOH (100 ml) while maintaining the tem... The reactants are ICCC(C(C(C(F)(F)F)(F)F)(F)F)(F)F (1-iodo-3,3,4,4,5,5,6,6,6-nonafluorohexane), C(CC(=O)OCC)(=O)OCC (diethyl malonate), ICCCCCCC=C (8-iodooct-1-ene). The product is FC(CCC(C(=O)OCC)CCCCCCC=C)(C(C(C(F)(F)F)(F)F)(F)F)F (ethyl 2-(3,3,4,4,5,5,6,6,6-nonafluorohexyl)-9-decenoate). As a reaction SMILES: I[CH2:2][CH2:3][C:4]([F:16])([F:15])[C:5]([F:14])([F:13])[C:6]([F:12])([F:11])[C:7]([F:10])([F:9])[F:8].[C:17](OCC)(=O)[CH2:18][C:19]([O:21][CH2:22][CH3:23])=[O:20].I[CH2:29][CH2:30][CH2:31][CH2:32][CH2:33][CH2:34][CH:35]=C>>[F:15][C:4]([F:16])([C:5]([F:14])([F:13])[C:6]([F:12])([F:11])[C:7]([F:10])([F:9])[F:8])[CH2:3][CH2:2][CH:18]([CH2:17][CH2:35][CH2:34][CH2:33][CH2:32][CH2:31][CH:30]=[CH2:29])[C:19]([O:21][CH2:22][CH3:23])=[O:20]. Procedure details: Starting with 1-iodo-3,3,4,4,5,5,6,6,6-nonafluorohexane, diethyl malonate and 8-iodooct-1-ene, the analogous procedure as shown in Example 3, 4 or 5 was repeated to give ethyl 2-(3,3,4,4,5,5,6,6,6-nonafluorohexyl)-9-decenoate. Starting materials: C(C)(=O)OC(C)=O (Acetic anhydride), NC1=CC(=NN1CC(=O)OC)C=1C=NC=CC1 (methyl 2-[5-amino-3-(3-pyridyl)pyrazol-1-yl]acetate). Solvent: N1=CC=CC=C1 (pyridine). Conditions: time 16 hour. Product: C(C)(=O)NC1=CC(=NN1CC(=O)OC)C=1C=NC=CC1 (methyl 2-[5-acetamido-3-(3-pyridyl)pyrazol-1-yl]acetate). Isolated yield 71.3%. As a reaction SMILES: [C:1](OC(=O)C)(=[O:3])[CH3:2].[NH2:8][C:9]1[N:13]([CH2:14][C:15]([O:17][CH3:18])=[O:16])[N:12]=[C:11]([C:19]2[CH:20]=[N:21][CH:22]=[CH:23][CH:24]=2)[CH:10]=1>N1C=CC=CC=1>[C:1]([NH:8][C:9]1[N:13]([CH2:14][C:15]([O:17][CH3:18])=[O:16])[N:12]=[C:11]([C:19]2[CH:20]=[N:21][CH:22]=[CH:23][CH:24]=2)[CH:10]=1)(=[O:3])[CH3:2]. Procedure details: Acetic anhydride (431 μL, 4.4 mmol) was added dropwise to a solution of methyl 2-[5-amino-3-(3-pyridyl)pyrazol-1-yl]acetate (510 mg, 2.2 mmol) in pyridine (1.7 mL) at 0° C. under an atmosphere of nitrogen. Upon complete addition, the reaction mixture was warmed to room temperature and stirred for 16 h. The reaction mixture was filtered and the solid was washed with diethyl ether to provide the title compound as a white solid (430 mg). Starting materials: [Li+].C(#N)CCC(S(=O)(=O)[O-])P(=O)(OCC)OCC (3-cyano-1-diethoxyphosphinylpropanesulfonic acid lithium salt), cyano, [H][H] (hydrogen). The reagents and catalysts are catalyst, [Rh] (Rhodium on alumina). Run in N (ammonia). Yields the product NCCCC(S(=O)(=O)O)P(=O)(O)O (4-amino-1-phosphonobutanesulfonic acid). As a reaction SMILES: [Li+].[C:2]([CH2:4][CH2:5][CH:6]([P:11]([O:16]CC)([O:13]CC)=[O:12])[S:7]([O-:10])(=[O:9])=[O:8])#[N:3].[H][H]>N.[Rh]>[NH2:3][CH2:2][CH2:4][CH2:5][CH:6]([P:11]([OH:16])([OH:13])=[O:12])[S:7]([OH:10])(=[O:8])=[O:9] |f:0.1|. Procedure details: The hydrogenation of 3-cyano-1-diethoxyphosphinylpropanesulfonic acid lithium salt is carried out using the hydrogenation technique of Freifelder (J. Am. Chem. Soc., 82, 2386 (1960)). The cyano compound (2.62 g; 0.01 mole) is placed in 20 ml of 10% methanolic ammonia. Rhodium on alumina (5%) catalyst (0.5 g) is added, and the mixture is hydrogenated at 40 PSI on a Parr apparatus for several hours (until uptake of hydrogen is complete). The catalyst is filtered off, and the filtrate is evaporated... Reactants: OC1=CC2=C(CCC3CC(N(N=C23)C2=CC=C(C=C2)O)=O)C=C1 (9-hydroxy-2-(4-hydroxyphenyl)-4,4a,5,6-tetrahydrobenzo[h]cinnolin-3(2H)-one), [OH-].[Na+] (sodium hydroxide), CN(CCCCl)C (3-dimethylaminopropyl chloride). Run in CN(C=O)C (dimethylformamide). Reaction conditions: time 1 hour. Yields the product N=1NC(C=C2C=CC=CC12)=O (cinnolin-3(2H)-one). Reaction SMILES: OC1C=C[C:5]2[CH2:6][CH2:7][CH:8]3[C:13]([C:4]=2C=1)=[N:12][N:11](C1C=CC(O)=CC=1)[C:10](=[O:21])[CH2:9]3.[OH-].[Na+].CN(C)CCCCl>CN(C)C=O>[N:12]1[NH:11][C:10](=[O:21])[CH:9]=[C:8]2[C:13]=1[CH:4]=[CH:5][CH:6]=[CH:7]2 |f:1.2|. Procedure details: To 60 ml of dried dimethylformamide is added 5 g of 9-hydroxy-2-(4-hydroxyphenyl)-4,4a,5,6-tetrahydrobenzo[h]cinnolin-3(2H)-one, and thereto is added 1.6 g of 60% sodium hydroxide. After the mixture is stirred at room temperature for 1 hour, 5 g of 3-dimethylaminopropyl chloride is added thereto. The mixture is stirred under heating at 60°-70° C. for 14 hours. After the completion of the reaction, the solvent is distilled off and the residue is extracted with chloroform. The extract is washed wi...